Dataset: the Open Reaction Database (ORD), a public repository of structured organic reaction records. Task: describe an organic reaction: reactants, conditions, products, and yield The reactants are Brc1cccc(Br)c1, CCCC[Mg+], [Li]CCCC, CN(C)C=O, CCCCCC, CC(=O)O, Cc1ccccc1, [Cl-], C1CCOC1. Product: O=Cc1cccc(Br)c1. Reaction SMILES: [Br:12][c:13]1[cH:14][cH:15][cH:16][c:17]([Br:18])[cH:19]1.[CH2:2]([Mg+:3])[CH2:4][CH2:5][CH3:6].[CH2:7]([Li:8])[CH2:9][CH2:10][CH3:11].[CH3:20][N:21]([CH:22]=[O:23])[CH3:24].[CH3:30][CH2:31][CH2:32][CH2:33][CH2:34][CH3:35].[CH3:36][C:37](=[O:38])[OH:39].[CH3:40][c:41]1[cH:42][cH:43][cH:44][cH:45][cH:46]1.[Cl-:1].[O:25]1[CH2:26][CH2:27][CH2:28][CH2:29]1>>[c:13]1([CH:22]=[O:23])[cH:14][cH:15][cH:16][c:17]([Br:18])[cH:19]1.